From a dataset of the Open Reaction Database (ORD), a public repository of structured organic reaction records. describe an organic reaction: reactants, conditions, products, and yield The reactants are Cl.C(C1=CC=NC=C1)(=O)Cl (Isonicotinoyl chloride hydrochloride), FC(C(=O)O)(F)F (trifluoroacetic acid), NCCCOC1=CC(OC2=C1C=C(C=C2)Cl)=O (4-(3-amino-propoxy)-6-chloro-1-benzopyran-2-one), CCN(C(C)C)C(C)C (DIEA). The solvent is C(Cl)Cl (DCM). Run at time 8 hour. Product: FC(C(=O)O)(F)F.ClC=1C=CC2=C(C(=CC(O2)=O)OCCCNC(C2=CC=NC=C2)=O)C1 (N-[3-(6-Chloro-2-oxo-2H-1-benzopyran-4-yloxy)-propyl]-isonicotinamide Trifluoroacetic acid salt). Isolated yield 30.0%. RXN SMILES: [F:1][C:2]([F:7])([F:6])[C:3]([OH:5])=[O:4].[NH2:8][CH2:9][CH2:10][CH2:11][O:12][C:13]1[C:18]2[CH:19]=[C:20]([Cl:23])[CH:21]=[CH:22][C:17]=2[O:16][C:15](=[O:24])[CH:14]=1.CCN(C(C)C)C(C)C.Cl.[C:35](Cl)(=[O:42])[C:36]1[CH:41]=[CH:40][N:39]=[CH:38][CH:37]=1>C(Cl)Cl>[F:1][C:2]([F:7])([F:6])[C:3]([OH:5])=[O:4].[Cl:23][C:20]1[CH:21]=[CH:22][C:17]2[O:16][C:15](=[O:24])[CH:14]=[C:13]([O:12][CH2:11][CH2:10][CH2:9][NH:8][C:35](=[O:42])[C:36]3[CH:41]=[CH:40][N:39]=[CH:38][CH:37]=3)[C:18]=2[CH:19]=1 |f:3.4,6.7|. Procedure: The trifluoroacetic acid salt of 4-(3-amino-propoxy)-6-chloro-1-benzopyran-2-one (0.272 mmol, 0.10 g) is dissolved in 3 mL of DCM and is added enough DIEA to bring the pH to ˜9 as measured by wet pH paper. Isonicotinoyl chloride hydrochloride is added (0.50 mmol, 0.089 g) and the reaction is stirred at ambient temperature overnight. The reaction mixture is evaporated under reduced pressure and the crude material is purified by HPLC to obtain the title compound as the trifluoroacetic acid salt (3... The reactants are O[C@H](CC(=O)OC)CCCCC(=O)OC (dimethyl (3S)-3-hydroxyoctanedioate), [BH4-].[Na+] (sodium borohydride), B(OC)([O-])[O-] (methyl borate). The solvent is CO (methanol). Conditions: temperature 0 celsius. The product is O[C@@H](CCCCC(=O)OC)CCO (methyl (6S)-6,8-dihydroxyoctanoate). Isolated yield 90.0%. As a reaction SMILES: [OH:1][C@@H:2]([CH2:8][CH2:9][CH2:10][CH2:11][C:12]([O:14][CH3:15])=[O:13])[CH2:3][C:4](OC)=[O:5].[BH4-].[Na+].B([O-])([O-])OC>CO>[OH:1][C@H:2]([CH2:3][CH2:4][OH:5])[CH2:8][CH2:9][CH2:10][CH2:11][C:12]([O:14][CH3:15])=[O:13] |f:1.2|. Procedure: 45.3 g (0.2 mol) of enantiomerically pure dimethyl (3S)-3-hydroxyoctanedioate were mixed in a Haake kneader at from 30 to 40° C. with 5.2 g of sodium borohydride (0.14 mol, 0.7 equivalents). The reaction mixture was kneaded until the reaction was complete (TLC monitoring, 40 min). The intermediate methyl borate was then taken up in methanol and hydrolyzed under acidic conditions. The desired methyl (6S)-6,8-dihydroxyoctanoate was extracted with ethyl acetate. After drying the organic phase, this... The reactants are BrC1=C(C#N)C(=CC(=C1C)F)Br (2,6-dibromo-4-fluoro-3-methylbenzonitrile). Run in C1CCOC1 (THF). Run at temperature 60 celsius, time 30 minute. Product: BrC1=C(C(=CC(=C1C)F)Br)CN ((2,6-dibromo-4-fluoro-3-methylphenyl)methanamine). The yield is 100.0%. As a reaction SMILES: [Br:1][C:2]1[C:9]([CH3:10])=[C:8]([F:11])[CH:7]=[C:6]([Br:12])[C:3]=1[C:4]#[N:5]>C1COCC1>[Br:1][C:2]1[C:9]([CH3:10])=[C:8]([F:11])[CH:7]=[C:6]([Br:12])[C:3]=1[CH2:4][NH2:5]. Procedure: To a stirred solution of 2,6-dibromo-4-fluoro-3-methylbenzonitrile (1.145 g, 3.91 mmol) in THF (7 mL) was added 2M borane-methylsulfide complex (8 mL, 16.00 mmol) over 5 min at room temperature. After 30 min, the reaction mixture was warmed to 60° C. and stirred for an additional 1.6 h. The mixture was cooled then quenched by the careful addition of methanol (10 mL) and 4M HCl/dioxane (2 mL). After 30 min, the reaction mixture was heated to 50° C. for 45 min and concentrated. The residue was tak... Run in CN(C=O)C (N,N-dimethylformamide). RXN SMILES: [CH2:1]([C:8]1[C:9](=[O:16])[NH:10][NH:11][C:12]=1[CH:13]([CH3:15])[CH3:14])[C:2]1[CH:7]=[CH:6][CH:5]=[CH:4][CH:3]=1.[CH2:17]([O:24][C:25](ON1C(=O)CCC1=O)=[O:26])[C:18]1[CH:23]=[CH:22][CH:21]=[CH:20][CH:19]=1.O.C(OCC)(=O)C>CN(C)C=O>[CH2:17]([O:24][C:25]([N:11]1[C:12]([CH:13]([CH3:14])[CH3:15])=[C:8]([CH2:1][C:2]2[CH:3]=[CH:4][CH:5]=[CH:6][CH:7]=2)[C:9](=[O:16])[NH:10]1)=[O:26])[C:18]1[CH:23]=[CH:22][CH:21]=[CH:20][CH:19]=1. The reactants are C(C1=CC=CC=C1)C=1C(NNC1C(C)C)=O (4-Benzyl-1,2-dihydro-5-isopropyl-3H-pyrazol-3-one), O (water), C(C)(=O)OCC (ethyl acetate), C(C1=CC=CC=C1)OC(=O)ON1C(CCC1=O)=O (N-(Benzyloxycarbonyloxy)succinimide). The product is C(C1=CC=CC=C1)OC(=O)N1NC(C(=C1C(C)C)CC1=CC=CC=C1)=O (1-benzyloxycarbonyl-4-benzyl-1,2-dihydro-5-isopropyl-3H-pyrazol-3-one). Procedure details: 4-Benzyl-1,2-dihydro-5-isopropyl-3H-pyrazol-3-one (2.00 g) was dissolved in N,N-dimethylformamide (5 mL) at room temperature. N-(Benzyloxycarbonyloxy)succinimide (2.42 g) was added to the solution. The mixture was heated to 50° C. and then stirred for 16 hours. After the addition of water (20 mL) and ethyl acetate (20 mL) to the reaction mixture, the aqueous layer was separated, and the organic layer was washed with water. The obtained organic layer was concentrated under reduced pressure, and t... Yield: 35.5%. Conditions: temperature 50 celsius, time 16 hour.